This data is from the Open Reaction Database (ORD), a public repository of structured organic reaction records. The task is: describe an organic reaction: reactants, conditions, products, and yield Starting materials: [BH4-], CC(=O)CC1NC(=O)c2ccsc2-n2cccc21, CO, [Na+]. Yields the product CC(O)CC1NC(=O)c2ccsc2-n2cccc21. Reaction SMILES: [BH4-:1].[CH2:3]([C:4](=[O:5])[CH3:6])[CH:7]1[c:8]2[n:9]([cH:18][cH:19][cH:20]2)-[c:10]2[c:11]([cH:15][cH:16][s:17]2)[C:12](=[O:14])[NH:13]1.[CH3:21][OH:22].[Na+:2]>>[CH2:3]([CH:4]([OH:5])[CH3:6])[CH:7]1[c:8]2[n:9]([cH:18][cH:19][cH:20]2)-[c:10]2[c:11]([cH:15][cH:16][s:17]2)[C:12](=[O:14])[NH:13]1. Reactants: ice water, C(#N)C1=CC=C(C=C1)C=1OC=CC1 (2-(4-cyanophenyl)furan), C1CC(=O)N(C1=O)Br (NBS). Solvent: O (water), CN(C)C=O (DMF). Reaction conditions: time 40 minute. Product: BrC=1OC(=CC1)C1=CC=C(C=C1)C#N (2-Bromo-5-(4-cyanophenyl)furan). Reaction SMILES: [C:1]([C:3]1[CH:8]=[CH:7][C:6]([C:9]2[O:10][CH:11]=[CH:12][CH:13]=2)=[CH:5][CH:4]=1)#[N:2].C1C(=O)N([Br:21])C(=O)C1>CN(C=O)C.O>[Br:21][C:11]1[O:10][C:9]([C:6]2[CH:5]=[CH:4][C:3]([C:1]#[N:2])=[CH:8][CH:7]=2)=[CH:13][CH:12]=1. Procedure: Referring now to Scheme 5 above, to a chilled (ice/water bath) solution of 2-(4-cyanophenyl)furan (28.25 g, 0.167 mol) in DMF (100 ml) was added portionwise NBS (31.20 g, 1.05 eq., freshly recrystallized from nitromethane) with stirring (approximately 1 g portions over course of approximately 40 minutes). The resulting solution was stirred for 2 h at room-temperature, at which point TLC showed consumption of starting material. During the course of the reaction, the color went from yellow to oran... Conditions: time 4 day. Product: BrC1=C2C(=C(N=C1)OC)N(N=C2C2CCCC2)C=2C=C(SC2)C(=O)OC (methyl 4-(4-bromo-3-cyclopentyl-7-methoxy-1H-pyrazolo[3,4-c]pyridin-1-yl)thiophene-2-carboxylate). Procedure: A suspension of 4-bromo-3-cyclopentyl-7-methoxy-1H-pyrazolo[3,4-c]pyridine (100 mg), methyl 4-(4,4,5,5-tetramethyl-1,3,2-dioxaborolan-2-yl)thiophene-2-carboxylate (181 mg), copper(II) acetate (73.6 mg) and pyridine (37.4 mg) in DMF (10 mL) was stirred at room temperature for 4 days. To the reaction mixture was added water, and the mixture was extracted with ethyl acetate. The organic layer was washed with water, dried over anhydrous sodium sulfate, and concentrated under reduced pressure. The re... As a reaction SMILES: [Br:1][C:2]1[CH:7]=[N:6][C:5]([O:8][CH3:9])=[C:4]2[NH:10][N:11]=[C:12]([CH:13]3[CH2:17][CH2:16][CH2:15][CH2:14]3)[C:3]=12.CC1(C)C(C)(C)OB([C:26]2[CH:27]=[C:28]([C:31]([O:33][CH3:34])=[O:32])[S:29][CH:30]=2)O1.N1C=CC=CC=1.O>CN(C=O)C.C([O-])(=O)C.[Cu+2].C([O-])(=O)C>[Br:1][C:2]1[CH:7]=[N:6][C:5]([O:8][CH3:9])=[C:4]2[N:10]([C:26]3[CH:27]=[C:28]([C:31]([O:33][CH3:34])=[O:32])[S:29][CH:30]=3)[N:11]=[C:12]([CH:13]3[CH2:14][CH2:15][CH2:16][CH2:17]3)[C:3]=12 |f:5.6.7|. Run in CN(C)C=O (DMF). Yield: 44.1%. The reactants are BrC1=C2C(=C(N=C1)OC)NN=C2C2CCCC2 (4-bromo-3-cyclopentyl-7-methoxy-1H-pyrazolo[3,4-c]pyridine), CC1(OB(OC1(C)C)C=1C=C(SC1)C(=O)OC)C (methyl 4-(4,4,5,5-tetramethyl-1,3,2-dioxaborolan-2-yl)thiophene-2-carboxylate), N1=CC=CC=C1 (pyridine), O (water). The reagents and catalysts are C(C)(=O)[O-].[Cu+2].C(C)(=O)[O-] (copper(II) acetate). The reactants are [Na] (sodium), [N+](=O)([O-])C=1NC=CN1 (2-nitroimidazole), Cl.ClCCN1CCCCC1 (N-(2-chloroethyl)piperidine hydrochloride), C[O-].[Na+] (sodium methoxide). Run in C=1(C(=CC=CC1)C)C (xylene). Reaction conditions: temperature 140 celsius. Yields the product N1(CCCCC1)C(C)C=1N=C(NC1)[N+](=O)[O-] (1-piperidinoethyl-2-nitroimidazole). The yield is 70.0%. RXN SMILES: [Na].[N+:2]([C:5]1[NH:6][CH:7]=[CH:8][N:9]=1)([O-:4])=[O:3].Cl.Cl[CH2:12][CH2:13][N:14]1[CH2:19][CH2:18][CH2:17][CH2:16][CH2:15]1.C[O-].[Na+]>C1(C)C(C)=CC=CC=1>[N:14]1([CH:13]([C:7]2[N:6]=[C:5]([N+:2]([O-:4])=[O:3])[NH:9][CH:8]=2)[CH3:12])[CH2:19][CH2:18][CH2:17][CH2:16][CH2:15]1 |f:2.3,4.5,^1:0|. Procedure: The sodium salt of 2-nitroimidazole (0.01 mole) was reacted with a mixture of 0.01 mole of N-(2-chloroethyl)piperidine hydrochloride and 0.01 mole of sodium methoxide in 20 ml of xylene. The mixture was heated at 140° C. under reflux for 8 hours. The mixture was filtered, the filtrate was concentrated under vacuum. The residue was crystallized from a mixture of ethyl ether and hexane to yield 0.007 mole of 1-piperidinoethyl-2-nitroimidazole, m.p. 61°-62° C. The 1-piperidinoethyl-2-nitroimidazole... Isolated yield 91.3%. Yields the product OC1CCN(CC1)CCCN1C(N[C@@]2(C1=O)C[C@H](OC1=CC=C(C=C12)F)C(=O)N)=O ((2S,4S)-1'-[3-(4-Hydroxypiperidin-1-yl)propyl]-6-fluoro-2',5'-dioxospiro[chroman-4,4'-imidazolidine]-2-carboxamide). Procedure details: A mixture of (2S,4S)-1'-(3-chloropropyl)-6-fluoro-2',5'-dioxospiro[chroman-4,4'-imidazolidine]-2-carboxamide (Reference Example 2, 15.0 g, 42.2 mmol), 4-hydroxypiperidine (8.52 g, 84.4 mmol), K2CO3 (7.00 g, 50.7 mmol) and N,N-dimethylformamide (100 ml, 1.29 mol) was stirred for 5 hours at 80° C. After distilling off the solvent, the residue was chromatographed on silica gel, eluted with CH2Cl2 /MeOH/NEt2 (5/1/1), and recrystallized from AcOEt/MeOH to give prism crystals of the desired compound (... As a reaction SMILES: Cl[CH2:2][CH2:3][CH2:4][N:5]1[C:9](=[O:10])[C@:8]2([C:19]3[C:14](=[CH:15][CH:16]=[C:17]([F:20])[CH:18]=3)[O:13][C@H:12]([C:21]([NH2:23])=[O:22])[CH2:11]2)[NH:7][C:6]1=[O:24].[OH:25][CH:26]1[CH2:31][CH2:30][NH:29][CH2:28][CH2:27]1.C([O-])([O-])=O.[K+].[K+].CN(C)C=O>>[OH:25][CH:26]1[CH2:31][CH2:30][N:29]([CH2:2][CH2:3][CH2:4][N:5]2[C:9](=[O:10])[C@:8]3([C:19]4[C:14](=[CH:15][CH:16]=[C:17]([F:20])[CH:18]=4)[O:13][C@H:12]([C:21]([NH2:23])=[O:22])[CH2:11]3)[NH:7][C:6]2=[O:24])[CH2:28][CH2:27]1 |f:2.3.4|. Starting materials: ClCCCN1C(N[C@@]2(C1=O)C[C@H](OC1=CC=C(C=C12)F)C(=O)N)=O ((2S,4S)-1'-(3-Chloropropyl)-6-fluoro-2',5'-dioxospiro[chroman-4,4'-imidazolidine]-2-carboxamide), OC1CCNCC1 (4-hydroxypiperidine), C(=O)([O-])[O-].[K+].[K+] (K2CO3), CN(C=O)C (N,N-dimethylformamide). Reaction conditions: temperature 80 celsius, time 5 hour. The reactants are COC=1C=C2C(=NC(=NC2=CC1OC)C)OC1=CC=C(C=C1)[N+](=O)[O-] (6,7-dimethoxy-2-methyl-4-(4-nitro-phenoxy)quinazoline), C(=O)[O-].[NH4+] (ammonium formate). Solvent: CCO (EtOH). Reaction conditions: temperature 70 celsius, time 3 hour. Product: crude product, COC=1C=C2C=NC(NC2=CC1OC)(OC1=CC=C(C=C1)N)C (4-(6,7-dimethoxy-2-methyl-quinazolinyloxy)-phenylamine). Yield: 2499.0%. As a reaction SMILES: [CH3:1][O:2][C:3]1[CH:4]=[C:5]2[C:10](=[CH:11][C:12]=1[O:13][CH3:14])[N:9]=[C:8]([CH3:15])[N:7]=[C:6]2OC1C=CC([N+]([O-])=O)=CC=1.[CH:26]([O-:28])=O.[NH4+:29]>CCO>[CH3:1][O:2][C:3]1[CH:4]=[C:5]2[C:10](=[CH:11][C:12]=1[O:13][CH3:14])[NH:9][C:8]([CH3:15])([O:28][C:26]1[CH:5]=[CH:4][C:3]([NH2:29])=[CH:12][CH:11]=1)[N:7]=[CH:6]2 |f:1.2|. Reported procedure: A mixture of 6,7-dimethoxy-2-methyl-4-(4-nitro-phenoxy)quinazoline (0.081 g, 0.236 mmole), Pt/S (0.008 g, 15 mol %), ammonium formate (0.098 g, 1.56 mmol) and EtOH (3 mL) was heated with stirring at 70° C. for 3 hours. The reaction mixture was then filtered while hot and washed with hot EtOH. The crude product of 4-(6,7-dimethoxy-2-methyl-quinazolinyloxy)-phenylamine (0.924 g) was obtained as a yellow solid, which was used in the next reaction without further purification. LC/MS: m/z 312 (M+H). The reactants are ortho-substituted aromatic amine, C(C)(C)(C)OC(=O)N1[C@@H](CC(C1)=NOC)C(=O)O ((2S,4EZ)-1-(tert-butoxycarbonyl)-4-(methoxyimino)-2-pyrrolidinecarboxylic acid), C(C)(C)(C)OC(=O)N1[C@@H](CC(C1)=NOC)C(=O)O ((2S,4EZ)-1-(tert-butoxycarbonyl)-4-(methoxyimino)-2-pyrrolidinecarboxylic acid), amine, C(CCl)Cl (EDC), C=1(C(=CC=CC1)N)N (1,2-benzenediamine). Reagents/catalysts: CN(C)C=1C=CN=CC1 (DMAP). Solvent: ClCCl (dichloromethane). Reaction conditions: temperature 0 celsius, time 2 day. Yields the product anilide, NC1=C(NC(=O)[C@H]2N(CC(C2)=NOC)C(=O)OC(C)(C)C)C=CC=C1 (tert-butyl (2S,4EZ)-2-[(2-aminoanilino)carbonyl]-4-(methoxyimino)-1-pyrrolidinecarboxylate). The yield is 99.2%. Reaction SMILES: [C:1]([O:5][C:6]([N:8]1[CH2:12][C:11](=[N:13][O:14][CH3:15])[CH2:10][C@H:9]1[C:16]([OH:18])=O)=[O:7])([CH3:4])([CH3:3])[CH3:2].[C:19]1([NH2:26])[C:20]([NH2:25])=[CH:21][CH:22]=[CH:23][CH:24]=1.C(Cl)CCl>CN(C1C=CN=CC=1)C.ClCCl>[NH2:25][C:20]1[CH:21]=[CH:22][CH:23]=[CH:24][C:19]=1[NH:26][C:16]([C@@H:9]1[CH2:10][C:11](=[N:13][O:14][CH3:15])[CH2:12][N:8]1[C:6]([O:5][C:1]([CH3:2])([CH3:3])[CH3:4])=[O:7])=[O:18]. Procedure details: A solution was prepared containing the central building block, e.g. (2S,4EZ)-1-(tert-butoxycarbonyl)-4-(methoxyimino)-2-pyrrolidinecarboxylic acid (Intermediate 7) (2.1 g, 8.1 mmol), an ortho-substituted aromatic amine or amine salt, e.g. 1,2-benzenediamine (0.88 g, 8.1 mmol) and DMAP (1.59 g, 13.0 mmol). in dry dichloromethane (30 ml). This solution was cooled to 0° C. and treated with EDC (1.56 g, 8.2 mmol) before warming to room temperature and stirring for 2 days. The solvent was removed in ... Reactants: CS(=O)(=O)NC=1C=CC(=C(C1)C1OCCO1)OC (2-(5-methylsulfonylamino-2-methoxyphenyl)-1,3-dioxolane), [H-].[Na+] (NaH), CI (methyl iodide), [Cl-].[NH4+] (ammonium chloride). Run in CN(C)C=O (DMF). Conditions: temperature 60 celsius, time 1 hour. The product is CN(S(=O)(=O)C)C=1C=CC(=C(C1)C1OCCO1)OC (2-[5-(N-methyl-N-methylsulfonylamino)-2-methoxyphenyl]-1,3-dioxolane). Isolated yield 113.3%. Reaction SMILES: [CH3:1][S:2]([NH:5][C:6]1[CH:7]=[CH:8][C:9]([O:17][CH3:18])=[C:10]([CH:12]2[O:16][CH2:15][CH2:14][O:13]2)[CH:11]=1)(=[O:4])=[O:3].[H-].[Na+].[CH3:21]I.[Cl-].[NH4+]>CN(C=O)C>[CH3:21][N:5]([C:6]1[CH:7]=[CH:8][C:9]([O:17][CH3:18])=[C:10]([CH:12]2[O:13][CH2:14][CH2:15][O:16]2)[CH:11]=1)[S:2]([CH3:1])(=[O:3])=[O:4] |f:1.2,4.5|. Procedure: To a solution of 2-(5-methylsulfonylamino-2-methoxyphenyl)-1,3-dioxolane (8.63 g, 31.6 mmol) in DMF (30 ml) was added NaH (1.51 g, 37.9 mmol) and methyl iodide (2.36 ml, 37.9 mmol) and then stirred at 60° C. for 1 hr. After aqueous ammonium chloride was added to the reaction mixture, the mixture was extracted with ether/CH2Cl2. The extract was dried over MgSO4 and evaporated in vacuo to give crude 2-[5-(N-methyl-N-methylsulfonylamino)-2-methoxyphenyl]-1,3-dioxolane (10.29 g) as a brown oil.